This data is from the Open Reaction Database (ORD), a public repository of structured organic reaction records. The task is: describe an organic reaction: reactants, conditions, products, and yield The reactants are S1C2=C(C(=C1)CC1C(N(C3=C(N(C1=O)CC(=O)N(C1=CC=C(C=C1)OC)C(C)C)C=CC=C3)C3=CC=CC=C3)=O)C=CC=C2 (2-(3-Benzo[b]thiophen-3-ylmethyl-2,4-dioxo-5-phenyl-2,3,4,5-tetrahydro-benzo[b][1,4]diazepin-1-yl)-N-isopropyl-N-(4-methoxy-phenyl) acetamide), CI (methyl iodide), solution, C[Si](C)(C)[N-][Si](C)(C)C.[Na+] (NaN(TMS)2). The solvent is CN(C)C=O (DMF), C1CCOC1 (THF). Conditions: temperature 50 celsius, time 5 minute. Product: S1C2=C(C(=C1)CC1(C(N(C3=C(N(C1=O)CC(=O)N(C1=CC=C(C=C1)OC)C(C)C)C=CC=C3)C3=CC=CC=C3)=O)C)C=CC=C2 (2-(3-Benzo[b]thiophen-3-ylmethyl-3-methyl-2,4-dioxo-5-phenyl-2,3,4,5-tetrahydro-benzo[b][1,4]diazepin-1-yl)-N-isopropyl-N-(4-methoxy-phenyl) acetamide). As a reaction SMILES: [S:1]1[CH:5]=[C:4]([CH2:6][CH:7]2[C:13](=[O:14])[N:12]([CH2:15][C:16]([N:18]([CH:27]([CH3:29])[CH3:28])[C:19]3[CH:24]=[CH:23][C:22]([O:25][CH3:26])=[CH:21][CH:20]=3)=[O:17])[C:11]3[CH:30]=[CH:31][CH:32]=[CH:33][C:10]=3[N:9]([C:34]3[CH:39]=[CH:38][CH:37]=[CH:36][CH:35]=3)[C:8]2=[O:40])[C:3]2[CH:41]=[CH:42][CH:43]=[CH:44][C:2]1=2.[CH3:45][Si]([N-][Si](C)(C)C)(C)C.[Na+].CI>CN(C=O)C.C1COCC1>[S:1]1[CH:5]=[C:4]([CH2:6][C:7]2([CH3:45])[C:13](=[O:14])[N:12]([CH2:15][C:16]([N:18]([CH:27]([CH3:29])[CH3:28])[C:19]3[CH:24]=[CH:23][C:22]([O:25][CH3:26])=[CH:21][CH:20]=3)=[O:17])[C:11]3[CH:30]=[CH:31][CH:32]=[CH:33][C:10]=3[N:9]([C:34]3[CH:39]=[CH:38][CH:37]=[CH:36][CH:35]=3)[C:8]2=[O:40])[C:3]2[CH:41]=[CH:42][CH:43]=[CH:44][C:2]1=2 |f:1.2|. Procedure details: To a stirring solution of 130 mg (0.22 mmol) of 2-(3-Benzo[b]thiophen-3-ylmethyl-2,4-dioxo-5-phenyl-2,3,4,5-tetrahydro-benzo[b][1,4]diazepin-1-yl)-N-isopropyl-N-(4-methoxy-phenyl) acetamide, prepared as in Example 37, in 5 mL of DMF at 0° C. is added 0.43 mL (0.43 mmol, 2.0 equiv) of a 1.0M solution of NaN(TMS)2 in THF. The resulting solution is stirred 5 min, and 27 μL (0.43 mmol, 2.0 equiv) of methyl iodide is added. The resulting solution is stirred 4 h at RT, warmed to 50° C. for 16 h, and t... The reactants are CC1(C)Oc2ccc(C#N)cc2C2OC21, Nc1noc2cc(Cl)ccc12. The product is CC1(C)Oc2ccc(C#N)cc2C(Nc2noc3cc(Cl)ccc23)C1O. Reaction SMILES: [CH3:1][C:2]1([CH3:15])[CH:3]2[CH:4]([c:5]3[cH:6][c:7]([C:12]#[N:13])[cH:8][cH:9][c:10]3[O:11]1)[O:14]2.[Cl:16][c:17]1[cH:18][c:19]2[c:20]([c:21]([NH2:24])[n:22][o:23]2)[cH:25][cH:26]1>>[CH3:1][C:2]1([CH3:15])[CH:3]([OH:14])[CH:4]([NH:24][c:21]2[c:20]3[c:19]([cH:18][c:17]([Cl:16])[cH:26][cH:25]3)[o:23][n:22]2)[c:5]2[cH:6][c:7]([C:12]#[N:13])[cH:8][cH:9][c:10]2[O:11]1. As a reaction SMILES: [CH3:1][c:2]1[cH:3][cH:4][cH:5][cH:6][cH:7]1.[I:13][c:14]1[n:15][c:16]([CH3:35])[cH:17][cH:18][c:19]1[O:20][c:21]1[cH:22][cH:23][n:24][c:25]2[cH:26][c:27]([O:33][CH3:34])[c:28]([O:31][CH3:32])[cH:29][c:30]12.[Na+:8].[OH2:46].[OH:36][c:37]1[c:38]([B:43]([OH:44])[OH:45])[cH:39][cH:40][cH:41][cH:42]1.[OH:9][C:10](=[O:11])[O-:12]>>[c:14]1(-[c:38]2[c:37]([OH:36])[cH:42][cH:41][cH:40][cH:39]2)[n:15][c:16]([CH3:35])[cH:17][cH:18][c:19]1[O:20][c:21]1[cH:22][cH:23][n:24][c:25]2[cH:26][c:27]([O:33][CH3:34])[c:28]([O:31][CH3:32])[cH:29][c:30]12. Yields the product COc1cc2nccc(Oc3ccc(C)nc3-c3ccccc3O)c2cc1OC. The reactants are Cc1ccccc1, COc1cc2nccc(Oc3ccc(C)nc3I)c2cc1OC, [Na+], O, OB(O)c1ccccc1O, O=C([O-])O. Reactants: CCOCC (Et2O), FCC=1N=CC(=NC1)C(=O)OC (Methyl 5-(fluoromethyl)pyrazine-2-carboxylate), O.[OH-].[Li+] (lithium hydroxide monohydrate), O (water). The solvent is O1CCOCC1 (dioxan). Run at time 18 hour. Yields the product FCC=1N=CC(=NC1)C(=O)O (5-(Fluoromethyl)pyrazine-2-carboxylic acid). The yield is 82.3%. RXN SMILES: [F:1][CH2:2][C:3]1[N:4]=[CH:5][C:6]([C:9]([O:11]C)=[O:10])=[N:7][CH:8]=1.O.O.[OH-].[Li+].CCOCC>O1CCOCC1>[F:1][CH2:2][C:3]1[N:4]=[CH:5][C:6]([C:9]([OH:11])=[O:10])=[N:7][CH:8]=1 |f:2.3.4|. Reported procedure: Methyl 5-(fluoromethyl)pyrazine-2-carboxylate (94 mg) was dissolved in dioxan (1 mL) and water (1 mL) was added, followed by lithium hydroxide monohydrate (60 mg). After stirring at RT for 18 h, Et2O (20 mL) was added and the mixture was then extracted with NaOH (1 N, aq., 2×20 mL). The aqueous portions were acidified with 6N HCl to pH 1, extracted with EtOAc (2×40 mL), the combined organic portions dried over MgSO4 and evaporated to afford the title compound as a white solid (71 mg). 1H NMR (40... The reactants are BrC=1C=C(C(=O)OC)C=C(C1)C(=O)N(CCC)CCC (Methyl 3-bromo-5-[(dipropylamino)carbonyl]benzoate), PdCl2(Ph3P)2, C[Si](C)(C)C#C ((Trimethylsilyl)acetylene). Reagents/catalysts: [Cu]I (copper (I) iodide). The solvent is O (water), C(C)N(CC)CC (triethylamine). Reaction conditions: time 3 hour. Product: C(CC)N(C(=O)C=1C=C(C(=O)OC)C=C(C1)C#C)CCC (methyl 3-[(dipropylamino)carbonyl]-5-ethynylbenzoate). The yield is 111.3%. RXN SMILES: Br[C:2]1[CH:3]=[C:4]([CH:9]=[C:10]([C:12]([N:14]([CH2:18][CH2:19][CH3:20])[CH2:15][CH2:16][CH3:17])=[O:13])[CH:11]=1)[C:5]([O:7][CH3:8])=[O:6].C[Si]([C:25]#[CH:26])(C)C>C(N(CC)CC)C.O.[Cu]I>[CH2:15]([N:14]([CH2:18][CH2:19][CH3:20])[C:12]([C:10]1[CH:9]=[C:4]([CH:3]=[C:2]([C:25]#[CH:26])[CH:11]=1)[C:5]([O:7][CH3:8])=[O:6])=[O:13])[CH2:16][CH3:17]. Reported procedure: A mixture of methyl 3-bromo-5-[(dipropylamino)carbonyl]benzoate (XXI, 200 mg, 0.58 mmol), PdCl2(Ph3P)2 (16 mg, 0.03 mol %) and copper (I) iodide (6 mg, 0.05 mol %) in triethylamine (1.2 mL) is heated to reflux. (Trimethylsilyl)acetylene (100 microliter, 0.7 mmol) is added, and the mixture stirred for 3 hours, cooled to 20-25 degrees, diluted with water (20 mL), and extracted with chloroform (3×15 mL). The combined organic extracts are washed with saline (20 mL), dried over sodium sulfate and con... The reactants are ClC1=C(C=CC(=C1Cl)Cl)C(C)=O (2′,3′,4′-trichloro acetophenone), N1CCCC1 (pyrrolidine), CC1=NC(=C(C(=N1)Cl)[N+](=O)[O-])Cl (2-methyl-4,6-dichloro-5-nitropyrimidine), C(C)(C)N(C(C)C)CC (N,N-diisopropylethylamine), N1CCCCC1 (piperidine), Cl[Sn]Cl (SnCl2), ClC1=C(C=CC(=C1Cl)Cl)C(=C)N1CCCC1 ([1-(2,3,4-trichlorophenyl]vinyl]pyrrolidine). Reagents/catalysts: Cl[Ti](Cl)(Cl)Cl (TiCl4). Solvent: CN(C)C=O (DMF), CCN(CC)CC (NEt3). Yields the product CC1NCCC(C1)C1=NC=C2C(N1)=CC(=N2)C2=C(C(=C(C=C2)Cl)Cl)Cl (2-methyl-4-piperidyl-6-(2,3,4-trichlorophenyl)pyrrolo[3,2-d]pyrimidine). Yield: 9.0%. RXN SMILES: [Cl:1][C:2]1[C:7]([Cl:8])=[C:6]([Cl:9])[CH:5]=[CH:4][C:3]=1[C:10]([N:12]1[CH2:16][CH2:15]CC1)=[CH2:11].ClC1C(Cl)=C(Cl)C=CC=1C(=O)C.N1CCCC1.[CH3:34][C:35]1[N:40]=C(Cl)C([N+]([O-])=O)=[C:37](Cl)[N:36]=1.C([N:49]([CH2:53][CH3:54])[CH:50]([CH3:52])[CH3:51])(C)C.N1CCCCC1.Cl[Sn]Cl>CN(C=O)C.Cl[Ti](Cl)(Cl)Cl.CCN(CC)CC>[CH3:52][CH:50]1[CH2:51][CH:34]([C:35]2[NH:40][C:15]3=[CH:11][C:10]([C:3]4[CH:4]=[CH:5][C:6]([Cl:9])=[C:7]([Cl:8])[C:2]=4[Cl:1])=[N:12][C:16]3=[CH:37][N:36]=2)[CH2:54][CH2:53][NH:49]1. Reported procedure: Using the method described in Example 30 by employing [1-(2,3,4-trichlorophenyl]vinyl]pyrrolidine (freshly prepared before use from 2′,3′,4′-trichloro acetophenone (Aldrich Chemical Company), pyrrolidine and TiCl4 (1.00 g, 3.64 mmol), 2-methyl-4,6-dichloro-5-nitropyrimidine (Example 76(b)) (0.80 g, 3.64 mmol), N,N-diisopropylethylamine (0.6 mL, 3.64 mmol), piperidine (0.6 mL, 5.80 mmol), NEt3 (0.7 mL) and SnCl2 (11 mL of a 2 M soln in DMF). The residue was purified by flash chromatography on sil... Reactants: N (ammonia), [F-].[K+] (KF), ClC1=C(C#N)C=C(C(=N1)Cl)I (2,6-dichloro-5-iodonicotinonitrile), C[Si](C(F)(F)F)(C)C (trimethyl (trifluoromethyl) silane). Reagents/catalysts: [Cu]I (CuI). Run in CN(C)C=O (DMF), CN(C)C=O (DMF), C1CCOC1 (THF). Yields the product ClC1=C(C#N)C=C(C(=N1)Cl)C(F)(F)F (2,6-dichloro-5-(trifluoromethyl)nicotinonitrile). The yield is 37.5%. As a reaction SMILES: [F-].[K+].C[Si](C)(C)[C:5]([F:8])([F:7])[F:6].[Cl:11][C:12]1[N:19]=[C:18]([Cl:20])[C:17](I)=[CH:16][C:13]=1[C:14]#[N:15].N>CN(C=O)C.[Cu]I.C1COCC1>[Cl:11][C:12]1[N:19]=[C:18]([Cl:20])[C:17]([C:5]([F:8])([F:7])[F:6])=[CH:16][C:13]=1[C:14]#[N:15] |f:0.1|. Procedure details: KF (1.95 g, 33.5 mmol) and CuI (6.40 g, 33.5 mmol) were weighed in a flask, and the mixture was heated with a gas burner while gently shaking under high vacuum until the content becomes a pale-yellow green. After cooling to room temperature, anhydrous DMF (50 ml), anhydrous THF (20 ml) and trimethyl (trifluoromethyl) silane (4.80 g, 33.5 mmol) were added. The mixture was heated to 50° C., and stirred for 21 hrs. A mixed solution of Compound 2,6-dichloro-5-iodonicotinonitrile (5.00 g, 16.7 mmol) ...